From a dataset of the Open Reaction Database (ORD), a public repository of structured organic reaction records. describe an organic reaction: reactants, conditions, products, and yield Reactants: S(O)(O)(=O)=O (sulfuric acid), C1(=CC=CC=C1)CN1CCC(CC1)(C#N)NC1=CC(=CC=C1)C(F)(F)F (1-(phenylmethyl)-4-{[3-(trifluoromethyl)phenyl]amino}-4-piperidinecarbonitrile), [OH-].[NH4+] (ammonium hydroxide). Conditions: time 8 hour. The product is C1(=CC=CC=C1)CN1CCC(CC1)(C(=O)N)NC1=CC(=CC=C1)C(F)(F)F (1-(phenylmethyl)-4-{[3-(trifluoromethyl)phenyl]amino}-4-piperidinecarboxamide). Reaction SMILES: S(=O)(=O)(O)O.[C:6]1([CH2:12][N:13]2[CH2:18][CH2:17][C:16]([NH:21][C:22]3[CH:27]=[CH:26][CH:25]=[C:24]([C:28]([F:31])([F:30])[F:29])[CH:23]=3)([C:19]#[N:20])[CH2:15][CH2:14]2)[CH:11]=[CH:10][CH:9]=[CH:8][CH:7]=1.[OH-:32].[NH4+]>>[C:6]1([CH2:12][N:13]2[CH2:18][CH2:17][C:16]([NH:21][C:22]3[CH:27]=[CH:26][CH:25]=[C:24]([C:28]([F:31])([F:29])[F:30])[CH:23]=3)([C:19]([NH2:20])=[O:32])[CH2:15][CH2:14]2)[CH:7]=[CH:8][CH:9]=[CH:10][CH:11]=1 |f:2.3|. Procedure details: To 1656 parts of concentrated sulfuric acid are added portionwise 249.5 parts of 1-(phenylmethyl)-4-{[3-(trifluoromethyl)phenyl]amino}-4-piperidinecarbonitrile. Upon completion, stirring is continued overnight at room temperature. The reaction mixture is poured onto crushed ice and while cooling, the whole is alkalized with ammonium hydroxide. Upon stirring vigorously, the product precipitates. The supernatant aqueous phase is decanted and the residual solid product is dissolved in trichlorometh... Isolated yield 87.8%. Procedure: To a solution containing 0.06 g (0.18 mmol) of 1-(2-hydroxy-3-nitrophenyl)-3-mesitylthiourea in acetonitrile was added 0.10 g (0.36 mmol) of mercury (II) chloride, and the mixture was then stirred for 1 h. The reaction mixture was diluted with ethyl acetate (2 ml) and filtered through a prepacked celite column. The filtrate was concentrated under reduced pressure and the residue was purified via Biotage chromatography eluting with 20% ethyl acetate/dichloromethane to afford 0.047 g (90%) of prod... The reagents and catalysts are [Hg](Cl)Cl (mercury (II) chloride). Solvent: C(C)#N (acetonitrile), C(C)(=O)OCC (ethyl acetate). Yields the product C1(=C(C(=CC(=C1)C)C)NC=1OC2=C(N1)C=CC=C2[N+](=O)[O-])C (N-Mesityl-7-nitro-1,3-benzoxazol-2-amine). RXN SMILES: [OH:1][C:2]1[C:7]([N+:8]([O-:10])=[O:9])=[CH:6][CH:5]=[CH:4][C:3]=1[NH:11][C:12]([NH:14][C:15]1[C:20]([CH3:21])=[CH:19][C:18]([CH3:22])=[CH:17][C:16]=1[CH3:23])=S>C(#N)C.C(OCC)(=O)C.[Hg](Cl)Cl>[C:16]1([CH3:23])[CH:17]=[C:18]([CH3:22])[CH:19]=[C:20]([CH3:21])[C:15]=1[NH:14][C:12]1[O:1][C:2]2[C:7]([N+:8]([O-:10])=[O:9])=[CH:6][CH:5]=[CH:4][C:3]=2[N:11]=1. Run at time 1 hour. Starting materials: OC1=C(C=CC=C1[N+](=O)[O-])NC(=S)NC1=C(C=C(C=C1C)C)C (1-(2-hydroxy-3-nitrophenyl)-3-mesitylthiourea). The reactants are ClC=1C=C(C=NC1COCC(F)(F)F)C(C)=O (1-(5-chloro-6-((2,2,2-trifluoroethoxy)methyl)pyridin-3-yl)ethanone), CC(C)(C)[S@@](=O)N ((R)-2-methylpropane-2-sulfinamide), Amine-1. Product: ClC=1C=C(C=NC1COCC(F)(F)F)C(C)N[S@](=O)C(C)(C)C ((R)—N-(1-(5-chloro-6-((2,2,2-trifluoroethoxy)methyl)pyridin-3-yl)ethyl)-2-methylpropane-2-sulfinamide). Yield: 82.0%. Reaction SMILES: [Cl:1][C:2]1[CH:3]=[C:4]([C:15](=O)[CH3:16])[CH:5]=[N:6][C:7]=1[CH2:8][O:9][CH2:10][C:11]([F:14])([F:13])[F:12].[CH3:18][C:19]([S@:22]([NH2:24])=[O:23])([CH3:21])[CH3:20]>>[Cl:1][C:2]1[CH:3]=[C:4]([CH:15]([NH:24][S@@:22]([C:19]([CH3:21])([CH3:20])[CH3:18])=[O:23])[CH3:16])[CH:5]=[N:6][C:7]=1[CH2:8][O:9][CH2:10][C:11]([F:14])([F:13])[F:12]. Procedure: The title compound is prepared in 82% yield (827 mg, yellows oil) from 1-(5-chloro-6-((2,2,2-trifluoroethoxy)methyl)pyridin-3-yl)ethanone (720 mg, 2.69 mmol, Step-6) and (R)-2-methylpropane-2-sulfinamide (489 mg, 4.04 mmol) in a similar manner to Step-4 of Amine-1.